Dataset: the Open Reaction Database (ORD), a public repository of structured organic reaction records. Task: describe an organic reaction: reactants, conditions, products, and yield The product is Cc1cc(Cc2ccccc2)nc2c1c(=O)cc(Nc1ccccc1)n2-c1ccccc1. RXN SMILES: [CH2:28]([c:29]1[cH:30][cH:31][cH:32][cH:33][cH:34]1)[Mg+:35].[CH2:36]1[O:37][CH2:38][CH2:39][CH2:40]1.[Cl-:27].[NH:1]([c:2]1[cH:3][cH:4][cH:5][cH:6][cH:7]1)[c:8]1[n:9](-[c:21]2[cH:22][cH:23][cH:24][cH:25][cH:26]2)[c:10]2[n:11][c:12]([Cl:20])[cH:13][c:14]([CH3:19])[c:15]2[c:16](=[O:18])[cH:17]1>>[NH:1]([c:2]1[cH:3][cH:4][cH:5][cH:6][cH:7]1)[c:8]1[n:9](-[c:21]2[cH:22][cH:23][cH:24][cH:25][cH:26]2)[c:10]2[n:11][c:12]([CH2:28][c:29]3[cH:30][cH:31][cH:32][cH:33][cH:34]3)[cH:13][c:14]([CH3:19])[c:15]2[c:16](=[O:18])[cH:17]1. Starting materials: [Mg+]Cc1ccccc1, C1CCOC1, [Cl-], Cc1cc(Cl)nc2c1c(=O)cc(Nc1ccccc1)n2-c1ccccc1. The reactants are Cl.FC1=C(OCC2=NN(N=C2)C2CC(NCC2)C)C=CC(=C1)N1N=NN=C1 (4-(4-((2-fluoro-4-(1H-tetrazol-1-yl)phenoxy)methyl)-2H-1,2,3-triazol-2-yl)-2-methylpiperidine hydrochloride), ClC1=CC=NC(=N1)I (6-chloro-2-iodopyrimidine). Yields the product ClC=1C=NC(=NC1)N1C(CC(CC1)N1N=CC(=N1)COC1=C(C=C(C=C1)N1N=NN=C1)F)C (5-Chloro-2-(4-(4-((2-fluoro-4-(1H-tetrazol-1-yl)phenoxy)methyl)-2H-1,2,3-triazol-2-yl)-2-methylpiperidin-1-yl)pyrimidine). As a reaction SMILES: [ClH:1].[F:2][C:3]1[CH:22]=[C:21]([N:23]2[CH:27]=[N:26][N:25]=[N:24]2)[CH:20]=[CH:19][C:4]=1[O:5][CH2:6][C:7]1[CH:11]=[N:10][N:9]([CH:12]2[CH2:17][CH2:16][NH:15][CH:14]([CH3:18])[CH2:13]2)[N:8]=1.Cl[C:29]1[N:34]=[C:33](I)[N:32]=[CH:31][CH:30]=1>>[Cl:1][C:30]1[CH:31]=[N:32][C:33]([N:15]2[CH2:16][CH2:17][CH:12]([N:9]3[N:8]=[C:7]([CH2:6][O:5][C:4]4[CH:19]=[CH:20][C:21]([N:23]5[CH:27]=[N:26][N:25]=[N:24]5)=[CH:22][C:3]=4[F:2])[CH:11]=[N:10]3)[CH2:13][CH:14]2[CH3:18])=[N:34][CH:29]=1 |f:0.1|. Procedure: The title compound was synthesized from 4-(4-((2-fluoro-4-(1H-tetrazol-1-yl)phenoxy)methyl)-2H-1,2,3-triazol-2-yl)-2-methylpiperidine hydrochloride and 6-chloro-2-iodopyrimidine in a manner similar to that described in Example 9. The title compound was isolated as a mixture of four stereoisomers. Isolated yield 85.9%. Yields the product COC1=C(CC2=CC=C(C=C2)CCC(=O)O)C(=C(C(=C1OC)OC)OC)C (3-[4-(2,3,4,5-tetramethoxy-6-methylbenzyl)phenyl]propionic Acid). As a reaction SMILES: C([O:3][C:4](=[O:29])[CH2:5][CH2:6][C:7]1[CH:12]=[CH:11][C:10]([CH2:13][C:14]2[C:19]([CH3:20])=[C:18]([O:21][CH3:22])[C:17]([O:23][CH3:24])=[C:16]([O:25][CH3:26])[C:15]=2[O:27][CH3:28])=[CH:9][CH:8]=1)C.Cl>[OH-].[Na+].O1CCOCC1>[CH3:28][O:27][C:15]1[C:16]([O:25][CH3:26])=[C:17]([O:23][CH3:24])[C:18]([O:21][CH3:22])=[C:19]([CH3:20])[C:14]=1[CH2:13][C:10]1[CH:11]=[CH:12][C:7]([CH2:6][CH2:5][C:4]([OH:29])=[O:3])=[CH:8][CH:9]=1 |f:2.3|. Run at temperature 70 celsius, time 3 hour. Procedure details: The compound (914 mg, 2.27 mmol) obtained in Step 5 was dissolved in a mixture of an aqueous solution of 2 N sodium hydroxide (30 ml) and 1,4-dioxane (15 ml) and the mixture was stirred at 70° C. for 3 hours. The reaction mixture was acidified by adding concentrated hydrochloric acid and then was extracted with ethyl acetate. The extract was washed with water, dried, and then the solvent was distilled off to yield the title compound (731 mg, 1.95 mmol, yield 86%). Starting materials: C(C)OC(CCC1=CC=C(C=C1)CC1=C(C(=C(C(=C1C)OC)OC)OC)OC)=O (3-[4-(2,3,4,5-tetramethoxy-6-methylbenzyl)phenyl]propionic Acid Ethylester), Cl (hydrochloric acid). Run in [OH-].[Na+] (sodium hydroxide), O1CCOCC1 (1,4-dioxane). Starting materials: COc1cccc2c(Cl)nc(Nc3cc(C)[nH]n3)cc12, N#Cc1ccc(O)cc1. Product: COc1cccc2c(Oc3ccc(C#N)cc3)nc(Nc3cc(C)[nH]n3)cc12. RXN SMILES: [Cl:10][c:11]1[n:12][c:13]([NH:23][c:24]2[n:25][nH:26][c:27]([CH3:29])[cH:28]2)[cH:14][c:15]2[c:16]([O:21][CH3:22])[cH:17][cH:18][cH:19][c:20]12.[OH:1][c:2]1[cH:3][cH:4][c:5]([C:6]#[N:7])[cH:8][cH:9]1>>[O:1]([c:2]1[cH:3][cH:4][c:5]([C:6]#[N:7])[cH:8][cH:9]1)[c:11]1[n:12][c:13]([NH:23][c:24]2[n:25][nH:26][c:27]([CH3:29])[cH:28]2)[cH:14][c:15]2[c:16]([O:21][CH3:22])[cH:17][cH:18][cH:19][c:20]12. Starting materials: FC(C=1C=C(C=C(C1)C(F)(F)F)C(=O)N1C[C@H]([C@H](CC1)C1=CC=C(C=C1)Cl)C1=CC=CC=C1)(F)F (rac-cis-(3,5-bis-trifluoromethyl-phenyl)-[4-(4-chloro-phenyl)-3-phenyl-piperidin-1-yl]-methanone), COCCN (2-methoxy-ethylamine), C1(=C(C=CC=C1)P(C1CCCCC1)C1CCCCC1)C1=CC=CC=C1 (biphenyl-2-yl-dicyclohexyl-phosphane). Yields the product FC(C=1C=C(C=C(C1)C(F)(F)F)C(=O)N1C[C@H]([C@H](CC1)C1=CC=C(C=C1)NCCOC)C1=CC=CC=C1)(F)F (Rac-cis-(3,5-Bis-trifluoromethyl-phenyl)-{4-[4-(2-methoxy-ethylamino)-phenyl]-3-phenyl-piperidin-1-yl}-methanone). RXN SMILES: [F:1][C:2]([F:35])([F:34])[C:3]1[CH:4]=[C:5]([C:13]([N:15]2[CH2:20][CH2:19][C@H:18]([C:21]3[CH:26]=[CH:25][C:24](Cl)=[CH:23][CH:22]=3)[C@H:17]([C:28]3[CH:33]=[CH:32][CH:31]=[CH:30][CH:29]=3)[CH2:16]2)=[O:14])[CH:6]=[C:7]([C:9]([F:12])([F:11])[F:10])[CH:8]=1.[CH3:36][O:37][CH2:38][CH2:39][NH2:40].C1(C2C=CC=CC=2)C=CC=CC=1P(C1CCCCC1)C1CCCCC1>>[F:1][C:2]([F:35])([F:34])[C:3]1[CH:4]=[C:5]([C:13]([N:15]2[CH2:20][CH2:19][C@H:18]([C:21]3[CH:26]=[CH:25][C:24]([NH:40][CH2:39][CH2:38][O:37][CH3:36])=[CH:23][CH:22]=3)[C@H:17]([C:28]3[CH:33]=[CH:32][CH:31]=[CH:30][CH:29]=3)[CH2:16]2)=[O:14])[CH:6]=[C:7]([C:9]([F:12])([F:11])[F:10])[CH:8]=1. Reported procedure: The title compound, MS: m/e=551.1 (M+), was prepared in accordance with the general method of example 10 from rac-cis-(3,5-bis-trifluoromethyl-phenyl)-[4-(4-chloro-phenyl)-3-phenyl-piperidin-1-yl]-methanone, 2-methoxy-ethylamine and biphenyl-2-yl-dicyclohexyl-phosphane as ligand. Starting materials: CN(CCN(C(C1=CC=C(C=C1)[N+](=O)[O-])=O)C)C (N-(2-dimethylamino-ethyl)-N-methyl-4-nitro benzamide). Reagents/catalysts: [Pd] (Pd/C). The solvent is CO (MeOH). Reaction conditions: time 3 hour. Yields the product NC1=CC=C(C(=O)N(C)CCN(C)C)C=C1 (4-Amino-N-(2-dimethylamino-ethyl)-N-methyl-benzamide). The yield is 101.0%. As a reaction SMILES: [CH3:1][N:2]([CH3:18])[CH2:3][CH2:4][N:5]([CH3:17])[C:6](=[O:16])[C:7]1[CH:12]=[CH:11][C:10]([N+:13]([O-])=O)=[CH:9][CH:8]=1>CO.[Pd]>[NH2:13][C:10]1[CH:11]=[CH:12][C:7]([C:6]([N:5]([CH2:4][CH2:3][N:2]([CH3:1])[CH3:18])[CH3:17])=[O:16])=[CH:8][CH:9]=1. Reported procedure: To a solution of N-(2-dimethylamino-ethyl)-N-methyl-4-nitro benzamide (4.5 g, 0.0179 mol) in MeOH (100 mL) was added Pd/C 10% (0.5 g) in portions and the Parr reaction vessel was purged with nitrogen for 10 min. The reaction vessel was fixed in Parr shaker at 60 psi pressure for 3 h. The reaction mixture was filtered through the Celite® pad and the filtrate was concentrated under reduced pressure to afford the title compound [4.0 g, 100%]; LC-MS (ESI): Calculated mass: 221.2; Observed mass: 222.... The reactants are COC1=CC=C(C=C1)CCCC1C(NC(NC1=O)=O)=O (5-[3-(4-Methoxyphenyl)propyl]barbituric Acid), BrN1C(CCC1=O)=O (N-bromosuccinimide), C(C1=CC=CC=C1)(=O)OOC(C1=CC=CC=C1)=O (dibenzoyl peroxide). Solvent: C(Cl)(Cl)(Cl)Cl (carbon tetrachloride). Product: BrC1(C(NC(NC1=O)=O)=O)CCCC1=CC=C(C=C1)OC (5-Bromo-5-[3-(4-Methoxyphenyl)propyl]barbituric Acid). The yield is 87.1%. Reaction SMILES: [CH3:1][O:2][C:3]1[CH:8]=[CH:7][C:6]([CH2:9][CH2:10][CH2:11][CH:12]2[C:17](=[O:18])[NH:16][C:15](=[O:19])[NH:14][C:13]2=[O:20])=[CH:5][CH:4]=1.[Br:21]N1C(=O)CCC1=O.C(OOC(=O)C1C=CC=CC=1)(=O)C1C=CC=CC=1>C(Cl)(Cl)(Cl)Cl>[Br:21][C:12]1([CH2:11][CH2:10][CH2:9][C:6]2[CH:5]=[CH:4][C:3]([O:2][CH3:1])=[CH:8][CH:7]=2)[C:13](=[O:20])[NH:14][C:15](=[O:19])[NH:16][C:17]1=[O:18]. Reported procedure: A mixture of 5-[3-(4-Methoxyphenyl)propyl]barbituric Acid (2.5 g), N-bromosuccinimide (2 g) and dibenzoyl peroxide (catalytic amount) in 110 ml of carbon tetrachloride is refluxed for about 1 hour, then the solid which separated is filtered. The solid is redissolved in ethyl acetate and filtered through a silica gel cake in order to eliminate the succinimide residue. The organic phase is then concentrated to dryness and the residue is crystallized from diethylether/carbon tetrachloride mixture. ... Starting materials: BrC=1C=C(C(N(C1)C)=O)NC1=NC=C(C=C1)C1CCN(CC1)C (5-Bromo-1-methyl-3-(5-(1-methylpiperidin-4-yl)pyridin-2-ylamino)pyridin-2(1H)-one), C(C)(=O)OCC1=C(C=C(C=C1B1OC(C(O1)(C)C)(C)C)F)N1C(C=2SC=3CC(CC3C2CC1)(C)C)=O ((2-{4,4-Dimethyl-9-oxo-7-thia-10-azatricyclo[6.4.0.02,6]dodeca-1(8),2(6)-dien-10-yl}-4-fluoro-6-(tetramethyl-1,3,2-dioxaborolan-2-yl)phenyl)methyl Acetate), K3PO4.3H2O, CC(=O)[O-].[Na+] (NaOAc). Reagents/catalysts: C1=CC=C(C=C1)P([C-]2C=CC=C2)C3=CC=CC=C3.C1=CC=C(C=C1)P([C-]2C=CC=C2)C3=CC=CC=C3.Cl[Pd]Cl.[Fe+2] (Pd(dppf)Cl2). The solvent is CC#N (CH3CN). Reaction conditions: temperature 110 celsius. The product is C(C)(=O)OCC1=C(C=C(C=C1N1CCC=2C=3CCCCC3SC2C1=O)F)C1=CN(C(C(=C1)NC1=NC=C(C=C1)C1CCN(CC1)C)=O)C ([4-Fluoro-2-(1-methyl-5-{[5-(1-methylpiperidin-4-yl)pyridin-2-yl]amino}-6-oxo-1,6-dihydropyridin-3-yl)-6-{6-oxo-8-thia-5-azatricyclo[7.4.0.02,7]-trideca-1(9),2(7)-dien-5-yl}phenyl]methyl Acetate). Isolated yield 52.3%. As a reaction SMILES: Br[C:2]1[CH:3]=[C:4]([NH:10][C:11]2[CH:16]=[CH:15][C:14]([CH:17]3[CH2:22][CH2:21][N:20]([CH3:23])[CH2:19][CH2:18]3)=[CH:13][N:12]=2)[C:5](=[O:9])[N:6]([CH3:8])[CH:7]=1.[C:24]([O:27][CH2:28][C:29]1[C:34](B2OC(C)(C)C(C)(C)O2)=[CH:33][C:32]([F:44])=[CH:31][C:30]=1[N:45]1[CH2:56][CH2:55][C:54]2[C:53]3[CH2:52][C:51]([CH3:58])(C)[CH2:50][C:49]=3[S:48][C:47]=2[C:46]1=[O:59])(=[O:26])[CH3:25].CC([O-])=O.[Na+]>CC#N.C1C=CC(P(C2C=CC=CC=2)[C-]2C=CC=C2)=CC=1.C1C=CC(P(C2C=CC=CC=2)[C-]2C=CC=C2)=CC=1.Cl[Pd]Cl.[Fe+2]>[C:24]([O:27][CH2:28][C:29]1[C:30]([N:45]2[C:46](=[O:59])[C:47]3[S:48][C:49]4[CH2:50][CH2:51][CH2:58][CH2:52][C:53]=4[C:54]=3[CH2:55][CH2:56]2)=[CH:31][C:32]([F:44])=[CH:33][C:34]=1[C:2]1[CH:3]=[C:4]([NH:10][C:11]2[CH:16]=[CH:15][C:14]([CH:17]3[CH2:22][CH2:21][N:20]([CH3:23])[CH2:19][CH2:18]3)=[CH:13][N:12]=2)[C:5](=[O:9])[N:6]([CH3:8])[CH:7]=1)(=[O:26])[CH3:25] |f:2.3,5.6.7.8|. Procedure details: A sealed tube was charged with the mixture of 5-bromo-1-methyl-3-(5-(1-methylpiperidin-4-yl)pyridin-2-ylamino)pyridin-2(1H)-one 130c (400 mg, 1.0 mmol), (4-fluoro-2-{6-oxo-8-thia-5-azatricyclo[7.4.0.02,7]trideca-1(9),2(7)-dien-5-yl}-6-(4,4,5,5-tetramethyl-1,3,2-dioxaborolan-2-yl)phenyl)methyl acetate 247b (534 mg, 1.0 mmol), Pd(dppf)Cl2 (87 mg, 0.1 mmol), K3PO4.3H2O(569 mg, 2.0 mmol), and NaOAc (175 mg, 2.0 mmol) in CH3CN (20 mL). The system was evacuated and then refilled with N2. And the react... Yields the product OC(CN(Cc1cccc(OC(F)(F)C(F)F)c1)c1cccc(OCc2cccc(C(F)(F)F)c2)c1)C(F)(F)F. As a reaction SMILES: [C:42](=[O:43])([O-:44])[O-:45].[CH3:48][C:49](=[O:50])[CH3:51].[Cs+:46].[Cs+:47].[F:1][C:2]([CH:3]([F:4])[F:5])([O:6][c:7]1[cH:8][c:9]([CH2:13][N:14]([c:15]2[cH:16][c:17]([OH:21])[cH:18][cH:19][cH:20]2)[CH2:22][CH:23]([C:24]([F:25])([F:26])[F:27])[OH:28])[cH:10][cH:11][cH:12]1)[F:29].[F:30][C:31]([c:32]1[cH:33][c:34]([CH2:35][Br:36])[cH:37][cH:38][cH:39]1)([F:40])[F:41]>>[F:1][C:2]([CH:3]([F:4])[F:5])([O:6][c:7]1[cH:8][c:9]([CH2:13][N:14]([c:15]2[cH:16][c:17]([O:21][CH2:35][c:34]3[cH:33][c:32]([C:31]([F:30])([F:40])[F:41])[cH:39][cH:38][cH:37]3)[cH:18][cH:19][cH:20]2)[CH2:22][CH:23]([C:24]([F:25])([F:26])[F:27])[OH:28])[cH:10][cH:11][cH:12]1)[F:29]. The reactants are O=C([O-])[O-], CC(C)=O, [Cs+], [Cs+], Oc1cccc(N(Cc2cccc(OC(F)(F)C(F)F)c2)CC(O)C(F)(F)F)c1, FC(F)(F)c1cccc(CBr)c1. The reactants are Cl.CN(CCCN=C=NCC)C (1-[3-(dimethylamino)propyl]-3-ethylcarbodiimide hydrochloride), ClC=1C=C(CN2CC(OCC2)CN)C=CC1Cl ([4-(3,4-Dichlorobenzyl)morpholin-2-yl]methylamine), FC1=CC=C(C=C1)C=1OC(=C(N1)CC(=O)O)C ([2-(4-Fluorophenyl)-5-methyl-1,3-oxazol-4-yl]acetic acid), O.ON1N=NC2=C1C=CC=C2 (1-hydroxybenzotriazole hydrate). The solvent is CO (methanol), CN(C=O)C (N,N-dimethylformamide), ClCCl (dichloromethane), C(C)(C)N(C(C)C)CC (N,N-diisopropylethylamine), CN(C=O)C (N,N-dimethylformamide). Run at temperature 22 celsius, time 20 hour. Product: N.CO (ammonia methanol), ClC=1C=C(CN2CC(OCC2)CNC(CC=2N=C(OC2C)C2=CC=C(C=C2)F)=O)C=CC1Cl (N-{[4-(3,4-Dichlorobenzyl)morpholin-2-yl]methyl}-2-[2-(4-fluorophenyl)-5-methyl-1,3-oxazol-4-yl]acetamide). Isolated yield 91.7%. As a reaction SMILES: [F:1][C:2]1[CH:7]=[CH:6][C:5]([C:8]2[O:9][C:10]([CH3:17])=[C:11]([CH2:13][C:14]([OH:16])=O)[N:12]=2)=[CH:4][CH:3]=1.O.ON1C2C=CC=CC=2N=N1.Cl.CN(C)CCCN=C=NCC.[Cl:41][C:42]1[CH:43]=[C:44]([CH:54]=[CH:55][C:56]=1[Cl:57])[CH2:45][N:46]1[CH2:51][CH2:50][O:49][CH:48]([CH2:52][NH2:53])[CH2:47]1>CN(C)C=O.C(N(CC)C(C)C)(C)C.ClCCl.CO>[NH3:12].[CH3:8][OH:9].[Cl:41][C:42]1[CH:43]=[C:44]([CH:54]=[CH:55][C:56]=1[Cl:57])[CH2:45][N:46]1[CH2:51][CH2:50][O:49][CH:48]([CH2:52][NH:53][C:14](=[O:16])[CH2:13][C:11]2[N:12]=[C:8]([C:5]3[CH:4]=[CH:3][C:2]([F:1])=[CH:7][CH:6]=3)[O:9][C:10]=2[CH3:17])[CH2:47]1 |f:1.2,3.4,10.11|. Procedure: Intermediate 12 (0.050 g) was treated with N,N-dimethylformamide (0.5 ml) followed by 1-hydroxybenzotriazole hydrate (0.027 g), 1-[3-(dimethylamino)propyl]-3-ethylcarbodiimide hydrochloride (0.044 g) and Intermediate 1 (0.042 g) in N,N-dimethylformamide (0.5 ml) and N,N-diisopropylethylamine (0.027 ml). The mixture was stirred at 22° C. for 20 h, then left to stand for 6 days. The solution was diluted with dichloromethane (10 ml) and washed successively with dilute aqueous sodium hydrogen carbon...